From a dataset of the Open Reaction Database (ORD), a public repository of structured organic reaction records. describe an organic reaction: reactants, conditions, products, and yield Reactants: C(C)OC=1C(=CC2=C(C=C(S2)C(=O)OC)C1)O (methyl 5-ethoxy-6-hydroxybenzothiophene-2-carboxylate), C([O-])([O-])=O.[K+].[K+] (potassium carbonate), [I-].[K+] (potassium iodide), C(CC)I (propyl iodide). Run in C(C)C(=O)C (methyl ethyl ketone). Yields the product C(C)OC=1C(=CC2=C(C=C(S2)C(=O)OC)C1)OCCC (methyl 5-ethoxy-6-propyloxybenzothiophene-2-carboxylate). Reaction SMILES: [CH2:1]([O:3][C:4]1[C:5]([OH:17])=[CH:6][C:7]2[S:11][C:10]([C:12]([O:14][CH3:15])=[O:13])=[CH:9][C:8]=2[CH:16]=1)[CH3:2].C(=O)([O-])[O-].[K+].[K+].[I-].[K+].[CH2:26](I)[CH2:27][CH3:28]>C(C(C)=O)C>[CH2:1]([O:3][C:4]1[C:5]([O:17][CH2:26][CH2:27][CH3:28])=[CH:6][C:7]2[S:11][C:10]([C:12]([O:14][CH3:15])=[O:13])=[CH:9][C:8]=2[CH:16]=1)[CH3:2] |f:1.2.3,4.5|. Procedure: A solution of 0.42 g. of methyl 5-ethoxy-6-hydroxybenzothiophene-2-carboxylate, 0.25 g. of potassium carbonate, a catalytic amount of potassium iodide, and 0.31 g. of propyl iodide in methyl ethyl ketone was heated to reflux for 48 hours. The hot solution was filtered and the filtrate was evaporated in vacuo to provide the desired subtitle intermediate which was used in the subsequent reaction without purification. The reactants are C1CCOC1, CCN, Cc1nccc(C=O)n1. Yields the product CCNCc1ccnc(C)n1. RXN SMILES: [CH2:13]1[O:14][CH2:15][CH2:16][CH2:17]1.[CH3:10][CH2:11][NH2:12].[CH3:1][c:2]1[n:3][cH:4][cH:5][c:6]([CH:8]=[O:9])[n:7]1>>[CH3:1][c:2]1[n:3][cH:4][cH:5][c:6]([CH2:8][NH:12][CH2:11][CH3:10])[n:7]1.